Dataset: the Open Reaction Database (ORD), a public repository of structured organic reaction records. Task: describe an organic reaction: reactants, conditions, products, and yield Starting materials: ClC=1C(N(C=C(N1)Cl)[C@@H](CC)C1CC1)=O (3,5-dichloro-1-[(1S)-1-cyclopropylpropyl]-2(1H)-pyrazinone), ClC=1C(=C(C=C2CCNC12)OC)F (7-chloro-6-fluoro-5-methoxyindoline). The product is ClC=1N=C(C(N(C1)[C@@H](CC)C1CC1)=O)N1CCC2=CC(=C(C(=C12)Cl)F)OC (5-Chloro-3-(7-chloro-6-fluoro-5-methoxy-2,3-dihydro-1H-indol-1-yl)-1-[(1S)-1-cyclopropylpropyl]-2(1H)-pyrazinone). RXN SMILES: Cl[C:2]1[C:3](=[O:15])[N:4]([C@H:9]([CH:12]2[CH2:14][CH2:13]2)[CH2:10][CH3:11])[CH:5]=[C:6]([Cl:8])[N:7]=1.[Cl:16][C:17]1[C:18]([F:28])=[C:19]([O:26][CH3:27])[CH:20]=[C:21]2[C:25]=1[NH:24][CH2:23][CH2:22]2>>[Cl:8][C:6]1[N:7]=[C:2]([N:24]2[C:25]3[C:21](=[CH:20][C:19]([O:26][CH3:27])=[C:18]([F:28])[C:17]=3[Cl:16])[CH2:22][CH2:23]2)[C:3](=[O:15])[N:4]([C@H:9]([CH:12]2[CH2:14][CH2:13]2)[CH2:10][CH3:11])[CH:5]=1. Reported procedure: Prepared in a similar fashion as described for Example 413 using 3,5-dichloro-1-[(1S)-1-cyclopropylpropyl]-2(1H)-pyrazinone and 7-chloro-6-fluoro-5-methoxyindoline as the starting materials. mp 127–129° C.; 1H NMR (300 MHz, CDCl3): δ 6.96 (s, 1 H), 6.79 (d, J=7.3 Hz, 1 H), 4.33 (t, J=7.9 Hz, 2 H), 4.11–4.00 (m, 1 H), 3.86 (s, 3 H), 3.08 (t, J=7.7 Hz, 2 H), 1.94–1.74 (m, 2 H), 1.07–0.99 (m, 1 H), 0.92 (t, J=7.3 Hz, 3 H), 0.80–0.73 (m, 1 H), 0.55–0.44 (m, 2 H), 0.34–0.25 (m, 1 H); HRMS (ESI) calcd... Starting materials: COc1ccc(CNc2cc(C(=O)NCC3CCN(C(=O)OCc4ccccc4)CC3)ccn2)c(OC)c1, ClCCl, O=C(O)C(F)(F)F. The product is Nc1cc(C(=O)NCC2CCN(C(=O)OCc3ccccc3)CC2)ccn1. Reaction SMILES: [CH2:1]([c:2]1[cH:3][cH:4][cH:5][cH:6][cH:7]1)[O:8][C:9](=[O:10])[N:11]1[CH2:12][CH2:13][CH:14]([CH2:17][NH:18][C:19](=[O:20])[c:21]2[cH:22][c:23]([NH:27][CH2:28][c:29]3[cH:30][cH:31][c:32]([O:33][CH3:34])[cH:35][c:36]3[O:37][CH3:38])[n:24][cH:25][cH:26]2)[CH2:15][CH2:16]1.[Cl:46][CH2:47][Cl:48].[OH:39][C:40]([C:41]([F:42])([F:43])[F:44])=[O:45]>>[CH2:1]([c:2]1[cH:3][cH:4][cH:5][cH:6][cH:7]1)[O:8][C:9](=[O:10])[N:11]1[CH2:12][CH2:13][CH:14]([CH2:17][NH:18][C:19](=[O:20])[c:21]2[cH:22][c:23]([NH2:27])[n:24][cH:25][cH:26]2)[CH2:15][CH2:16]1. Reactants: C(C1=CC=CC=C1)N1CC(OCC1)COS(=O)(=O)C1=CC=C(C=C1)C (4-benzyl-2-toluene-p-sulphonyloxymethylmorpholine), C1(=CC=CC=C1)OC(=O)Cl (phenylchloroformate). Solvent: ClCCl (dichloromethane). Conditions: time 24 hour. The product is O(C1=CC=CC=C1)C(=O)N1CC(OCC1)COS(=O)(=O)C1=CC=C(C=C1)C (4-phenoxycarbonyl-2-toluene-p-sulphonyloxymethylmorpholine). As a reaction SMILES: C([N:8]1[CH2:13][CH2:12][O:11][CH:10]([CH2:14][O:15][S:16]([C:19]2[CH:24]=[CH:23][C:22]([CH3:25])=[CH:21][CH:20]=2)(=[O:18])=[O:17])[CH2:9]1)C1C=CC=CC=1.[C:26]1([O:32][C:33](Cl)=[O:34])[CH:31]=[CH:30][CH:29]=[CH:28][CH:27]=1>ClCCl>[O:32]([C:33]([N:8]1[CH2:13][CH2:12][O:11][CH:10]([CH2:14][O:15][S:16]([C:19]2[CH:24]=[CH:23][C:22]([CH3:25])=[CH:21][CH:20]=2)(=[O:17])=[O:18])[CH2:9]1)=[O:34])[C:26]1[CH:31]=[CH:30][CH:29]=[CH:28][CH:27]=1. Procedure details: To a solution of 4-benzyl-2-toluene-p-sulphonyloxymethylmorpholine (5 g.) in dichloromethane (50 ml.), phenylchloroformate (2 ml.) is added and the mixture is stirred at ambient temperature (ca 20°C) for 24 hours. The solvent is evaporated and the residual oil is recrystallised from ethanol to give 4-phenoxycarbonyl-2-toluene-p-sulphonyloxymethylmorpholine, m.p. 101°-103°C. Reactants: CC(=O)C1=CC=C(C=C1)F (4-fluoroacetophenone), [OH-].[K+] (potassium hydroxide), NC1=C(C=O)C=C(C=N1)Br (2-amino-5-bromonicotinaldehyde). Solvent: C(C)O (ethanol). Product: BrC=1C=C2C=CC(=NC2=NC1)C1=CC=C(C=C1)F (6-bromo-2-(4-fluorophenyl)-1,8-naphthyridine). The yield is 65.0%. Reaction SMILES: [NH2:1][C:2]1[N:9]=[CH:8][C:7]([Br:10])=[CH:6][C:3]=1[CH:4]=O.[CH3:11][C:12]([C:14]1[CH:19]=[CH:18][C:17]([F:20])=[CH:16][CH:15]=1)=O.[OH-].[K+]>C(O)C>[Br:10][C:7]1[CH:6]=[C:3]2[C:2](=[N:9][CH:8]=1)[N:1]=[C:12]([C:14]1[CH:19]=[CH:18][C:17]([F:20])=[CH:16][CH:15]=1)[CH:11]=[CH:4]2 |f:2.3|. Procedure details: A mixture of 2-amino-5-bromonicotinaldehyde [prepared by the method of Duggan et al., WO 9818461] (5.53 g, 27.5 mmol), 4-fluoroacetophenone (3.0 mL, 24.8 mmol) and 20% aqueous potassium hydroxide (3.5 mL) in ethanol (400 mL) was heated at reflux for 1 hour. The reaction mixture was allowed to stand at room temperature, the crystals formed collected under suction, washed with ethanol and dried in vacuo to afford 6-bromo-2-(4-fluorophenyl)-1,8-naphthyridine (4.86 g, 65%). 1H NMR (500 MHz, CDCl3) δ... Reactants: CN(C=CC(=O)C1=NN(C=CC1=O)C1=CC=C(C(=O)N)C=C1)C (4-{3-[3-(dimethylamino)prop-2-enoyl]-4-oxopyridazin-1(4H)-yl}benzamide), C1(=CC=CC=C1)NN (phenylhydrazine). Solvent: CO (methanol). The product is O=C1C(=NN(C=C1)C1=CC=C(C(=O)N)C=C1)C1=CC=NN1C1=CC=CC=C1 (4-[4-oxo-3-(1-phenyl-1H-pyrazol-5-yl)pyridazin-1(4H)-yl]benzamide). Isolated yield 6.0%. Reaction SMILES: C[N:2](C)[CH:3]=[CH:4][C:5]([C:7]1[C:12](=[O:13])[CH:11]=[CH:10][N:9]([C:14]2[CH:22]=[CH:21][C:17]([C:18]([NH2:20])=[O:19])=[CH:16][CH:15]=2)[N:8]=1)=O.[C:24]1([NH:30]N)[CH:29]=[CH:28][CH:27]=[CH:26][CH:25]=1>CO>[O:13]=[C:12]1[CH:11]=[CH:10][N:9]([C:14]2[CH:22]=[CH:21][C:17]([C:18]([NH2:20])=[O:19])=[CH:16][CH:15]=2)[N:8]=[C:7]1[C:5]1[N:30]([C:24]2[CH:29]=[CH:28][CH:27]=[CH:26][CH:25]=2)[N:2]=[CH:3][CH:4]=1. Reported procedure: To a solution of 4-{3-[3-(dimethylamino)prop-2-enoyl]-4-oxopyridazin-1(4H)-yl}benzamide (crude 682 mg, 2.19 mmol) in 20 mL of methanol was added phenylhydrazine (946 mg, 8.76 mmol). The mixture was refluxed for 4 h and concentrated. The residue was dissolved in dichloromethane (20 mL), washed with 1N HCl aqueous solution and brine, dried over Na2SO4, and concentrated under reduced pressure. The residue was purified by prep-HPLC to give 4-[4-oxo-3-(1-phenyl-1H-pyrazol-5-yl)pyridazin-1(4H)-yl]benz... Reaction conditions: temperature 90 celsius. Reaction SMILES: C([O:3][C:4](=[O:35])[C:5]([C:8]1[CH:9]=[C:10]2[C:14](=[CH:15][CH:16]=1)[NH:13][C:12]([C:17]1[CH:22]=[C:21]([CH3:23])[CH:20]=[C:19]([CH3:24])[CH:18]=1)=[C:11]2[CH2:25][CH2:26][NH:27][C:28]([O:30][C:31]([CH3:34])([CH3:33])[CH3:32])=[O:29])([CH3:7])[CH3:6])C>[OH-].[Na+]>[C:31]([O:30][C:28]([NH:27][CH2:26][CH2:25][C:11]1[C:10]2[C:14](=[CH:15][CH:16]=[C:8]([C:5]([CH3:7])([CH3:6])[C:4]([OH:35])=[O:3])[CH:9]=2)[NH:13][C:12]=1[C:17]1[CH:22]=[C:21]([CH3:23])[CH:20]=[C:19]([CH3:24])[CH:18]=1)=[O:29])([CH3:34])([CH3:32])[CH3:33] |f:1.2|. The solvent is [OH-].[Na+] (sodium hydroxide). Procedure details: To a stirred solution of 2-[3-(2-tert-butoxycarbonylaminoethyl)-2-(3,5-dimethylphenyl)-1H-indol-5-yl]-2-methyl-propionic acid ethyl ester (1.28 g in 25 mL ethanol) was added 30 mL of 0.5N sodium hydroxide and the mixture heated to 90° C. on an oil bath. After 30 hours the mixture was concentrated in vacuo, diluted with water and extracted with diethyl ether (3×). The aqueous layer was then made acidic by the addition of 0.5N hydrochloric acid and extracted with ethyl acetate. The ethyl acetate l... Yields the product C(C)(C)(C)OC(=O)NCCC1=C(NC2=CC=C(C=C12)C(C(=O)O)(C)C)C1=CC(=CC(=C1)C)C (2-[3-(2-tert-Butoxycarbonylamino-ethyl)-2-(3,5-dimethylphenyl)-1H-indol-5-yl]-2-methylpropionic acid). The yield is 102.1%. Reactants: C(C)OC(C(C)(C)C=1C=C2C(=C(NC2=CC1)C1=CC(=CC(=C1)C)C)CCNC(=O)OC(C)(C)C)=O (2-[3-(2-tert-butoxycarbonylaminoethyl)-2-(3,5-dimethylphenyl)-1H-indol-5-yl]-2-methyl-propionic acid ethyl ester). The reactants are C(CCC)[Li] (n-butyl-lithium), [Br-].CC(=CC[P+](C1=CC=CC=C1)(C1=CC=CC=C1)C1=CC=CC=C1)C (3,3-dimethylallyl-triphenylphosphonium bromide), O (water), C(C)OC(C(F)(F)F)=O (trifluoroacetic acid ethyl ester). Solvent: CCCCCC (hexane), O1CCCC1 (tetrahydrofuran). The product is FC(C(=CC=C(C)C)OCC)(F)F (1,1,1-trifluoro-2-ethoxy-5-methyl-2,4-hexadiene). Yield: 41.7%. As a reaction SMILES: C([Li])CCC.[Br-].[CH3:7][C:8]([CH3:30])=[CH:9][CH2:10][P+](C1C=CC=CC=1)(C1C=CC=CC=1)C1C=CC=CC=1.[CH2:31]([O:33][C:34](=O)[C:35]([F:38])([F:37])[F:36])[CH3:32].O>CCCCCC.O1CCCC1>[F:36][C:35]([F:38])([F:37])[C:34]([O:33][CH2:31][CH3:32])=[CH:10][CH:9]=[C:8]([CH3:30])[CH3:7] |f:1.2|. Reported procedure: 96 ml of a 20% strength solution of n-butyl-lithium in hexane were added dropwise to a suspension of 82.2 g (0.2 mol) of dry 3,3-dimethylallyl-triphenylphosphonium bromide in 300 ml of anhydrous tetrahydrofuran at 0° C. under nitrogen, while stirring. The deep red solution thus obtained was stirred at 0° C. for a further 15 minutes and 28.4 g (0.2 mol) of trifluoroacetic acid ethyl ester were then added dropwise at 0°-10° C. The mixture was then stirred at room temperature until it was almost de...